From a dataset of the Open Reaction Database (ORD), a public repository of structured organic reaction records. describe an organic reaction: reactants, conditions, products, and yield The reactants are C(C)(C)(C)OC(=O)N1CCC(CC1)C1=CC(=C2C(=NC=NN21)N)C=2C(=CC1=CN(N=C1C2)CC2=CC=CC=C2)F (4-[4-amino-5-(2-benzyl-5-fluoro-2H-indazol-6-yl)-pyrrolo[2,1-f][1,2,4]triazin-7-yl]-piperidine-1-carboxylic acid tert-butyl ester), FC(C(=O)O)(F)F (trifluoroacetic acid), CCOC(=O)C (EtOAc). The solvent is C(Cl)Cl (DCM). Conditions: time 18 hour. Product: C(C1=CC=CC=C1)N1N=C2C=C(C(=CC2=C1)F)C=1C=C(N2N=CN=C(C21)N)C2CCNCC2 (5-(2-Benzyl-5-fluoro-2H-indazol-6-yl)-7-piperidin-4-yl-pyrrolo[2,1-f][1,2,4]-tria-zin-4-ylamine). The yield is 55.4%. As a reaction SMILES: C(OC([N:8]1[CH2:13][CH2:12][CH:11]([C:14]2[N:22]3[C:17]([C:18]([NH2:23])=[N:19][CH:20]=[N:21]3)=[C:16]([C:24]3[C:25]([F:40])=[CH:26][C:27]4[C:31]([CH:32]=3)=[N:30][N:29]([CH2:33][C:34]3[CH:39]=[CH:38][CH:37]=[CH:36][CH:35]=3)[CH:28]=4)[CH:15]=2)[CH2:10][CH2:9]1)=O)(C)(C)C.FC(F)(F)C(O)=O.CCOC(C)=O>C(Cl)Cl>[CH2:33]([N:29]1[CH:28]=[C:27]2[C:31]([CH:32]=[C:24]([C:16]3[CH:15]=[C:14]([CH:11]4[CH2:12][CH2:13][NH:8][CH2:9][CH2:10]4)[N:22]4[C:17]=3[C:18]([NH2:23])=[N:19][CH:20]=[N:21]4)[C:25]([F:40])=[CH:26]2)=[N:30]1)[C:34]1[CH:35]=[CH:36][CH:37]=[CH:38][CH:39]=1. Reported procedure: To a solution of 4-[4-amino-5-(2-benzyl-5-fluoro-2H-indazol-6-yl)-pyrrolo[2,1-f][1,2,4]triazin-7-yl]-piperidine-1-carboxylic acid tert-butyl ester (370 mg, 0.68 mmol) in DCM (12 mL) was added trifluoroacetic acid (3 mL). The reaction was stirred at rt under N2 for 18 h and poured into EtOAc. The organic phase was washed with saturated, aqueous NaHCO3 solution, water and brine, dried over Na2SO4, filtered, and concentrated in vacuo. The crude was purified via preparative HPLC. The product contain... The reactants are Clc1nccc2ccc(Br)cc12, CC(=O)[O-], CCOC(C)=O, [K+], [Na+], C1COCCO1, O, O=S(=O)([O-])O. Product: Oc1ccc2ccnc(Cl)c2c1. RXN SMILES: [Br:1][c:2]1[cH:3][cH:4][c:5]2[cH:6][cH:7][n:8][c:9]([Cl:12])[c:10]2[cH:11]1.[CH3:14][C:15]([O-:16])=[O:17].[CH3:24][CH2:25][O:26][C:27]([CH3:28])=[O:29].[K+:13].[Na+:36].[O:18]1[CH2:19][CH2:20][O:21][CH2:22][CH2:23]1.[OH2:30].[S:31](=[O:32])(=[O:33])([OH:34])[O-:35]>>[c:2]1([OH:16])[cH:3][cH:4][c:5]2[cH:6][cH:7][n:8][c:9]([Cl:12])[c:10]2[cH:11]1. The reactants are CI (methyl iodide), C(#N)C1(CC1)NC(=O)[C@H]1N(C[C@@H](C1)S(=O)(=O)C1=C(C=C(C=C1)OC)Cl)C(=O)C1(CNC1)C1=NC=C(C=C1)Cl ((2S,4R)-4-(2-Chloro-4-methoxy-benzenesulfonyl)-1-[3-(5-chloro-pyridin-2-yl)-azetidine-3-carbonyl]-pyrrolidine-2-carboxylic acid (1-cyano-cyclopropyl)-amide), CI (methyl iodide). The solvent is CO (methanol). Run at temperature 80 celsius, time 2 hour. The product is C(#N)C1(CC1)NC(=O)[C@H]1N(C[C@@H](C1)S(=O)(=O)C1=C(C=C(C=C1)OC)Cl)C(=O)C1(CN(C1)C)C1=NC=C(C=C1)Cl ((2S,4R)-4-(2-Chloro-4-methoxy-benzenesulfonyl)-1-[3-(5-chloro-pyridin-2-yl)-1-methyl-azetidine-3-carbonyl]-pyrrolidine-2-carboxylic acid (1-cyano-cyclopropyl)-amide). Reaction SMILES: [C:1]([C:3]1([NH:6][C:7]([C@@H:9]2[CH2:13][C@@H:12]([S:14]([C:17]3[CH:22]=[CH:21][C:20]([O:23][CH3:24])=[CH:19][C:18]=3[Cl:25])(=[O:16])=[O:15])[CH2:11][N:10]2[C:26]([C:28]2([C:32]3[CH:37]=[CH:36][C:35]([Cl:38])=[CH:34][N:33]=3)[CH2:31][NH:30][CH2:29]2)=[O:27])=[O:8])[CH2:5][CH2:4]1)#[N:2].[CH3:39]I>CO>[C:1]([C:3]1([NH:6][C:7]([C@@H:9]2[CH2:13][C@@H:12]([S:14]([C:17]3[CH:22]=[CH:21][C:20]([O:23][CH3:24])=[CH:19][C:18]=3[Cl:25])(=[O:15])=[O:16])[CH2:11][N:10]2[C:26]([C:28]2([C:32]3[CH:37]=[CH:36][C:35]([Cl:38])=[CH:34][N:33]=3)[CH2:31][N:30]([CH3:39])[CH2:29]2)=[O:27])=[O:8])[CH2:4][CH2:5]1)#[N:2]. Reported procedure: To a solution of example 2 (0.05 g, 86.4 μmol, Eq: 1.00) in refluxing methanol (1 ml) was added methyl iodide (9.2 mg, 4.05 μl, 64.8 μmol, Eq: 0.75). After complete addition the mixture was stirred at 80° C. for 2 h. Additional methyl iodide (9.2 mg, 4.05 μl, 64.8 μmol, Eq: 0.75) was added and the mixture was stirred at 80° C. for 2 h, then at 20° C. over night. The mixture was purified by preparative HPLC to yield a colorless solid (3 mg; 6%). m/z=592.2 [M+H]+. Reactants: O=C([O-])[O-], CCCCOc1ccc(C2=NC3CCC(OC(C)=O)CC3c3cc(OC)c(OC)cc32)cc1, CO, ClCCl, [Cs+], [Cs+]. Product: CCCCOc1ccc(C2=NC3CCC(O)CC3c3cc(OC)c(OC)cc32)cc1. As a reaction SMILES: [C:34](=[O:35])([O-:36])[O-:37].[CH2:1]([CH2:2][CH2:3][CH3:4])[O:5][c:6]1[cH:7][cH:8][c:9]([C:12]2=[N:13][CH:14]3[CH2:15][CH2:16][CH:17]([O:30][C:31](=[O:32])[CH3:33])[CH2:18][CH:19]3[c:20]3[cH:21][c:22]([O:28][CH3:29])[c:23]([O:26][CH3:27])[cH:24][c:25]32)[cH:10][cH:11]1.[CH3:40][OH:41].[Cl:42][CH2:43][Cl:44].[Cs+:38].[Cs+:39]>>[CH2:1]([CH2:2][CH2:3][CH3:4])[O:5][c:6]1[cH:7][cH:8][c:9]([C:12]2=[N:13][CH:14]3[CH2:15][CH2:16][CH:17]([OH:30])[CH2:18][CH:19]3[c:20]3[cH:21][c:22]([O:28][CH3:29])[c:23]([O:26][CH3:27])[cH:24][c:25]32)[cH:10][cH:11]1. Reaction conditions: temperature -30 celsius. Run in C1CCOC1 (THF). Starting materials: BrC1=CC=C2OC=3C(=CC(=CC3C(C2=C1)=O)OC)F (7-bromo-4-fluoro-2-methoxy-9H-xanthen-9-one), C[Mg]Cl (Methylmagnesium chloride). Product: BrC1=CC=C2OC=3C(=CC(=CC3C(C2=C1)(O)C)OC)F (7-bromo-4-fluoro-2-methoxy-9-methyl-9H-xanthen-9-ol). RXN SMILES: [Br:1][C:2]1[CH:15]=[C:14]2[C:5]([O:6][C:7]3[C:8]([F:19])=[CH:9][C:10]([O:17][CH3:18])=[CH:11][C:12]=3[C:13]2=[O:16])=[CH:4][CH:3]=1.[CH3:20][Mg]Cl>C1COCC1>[Br:1][C:2]1[CH:15]=[C:14]2[C:5]([O:6][C:7]3[C:8]([F:19])=[CH:9][C:10]([O:17][CH3:18])=[CH:11][C:12]=3[C:13]2([CH3:20])[OH:16])=[CH:4][CH:3]=1. Procedure: 7-bromo-4-fluoro-2-methoxy-9H-xanthen-9-one (22 g, 68.1 mmol) was dissolved in 300 ml of THF and cooled to −30° C. in a dry ice ACN bath. Methylmagnesium chloride (34.0 mL, 102 mmol) (3M in THF) was added to the slurry maintaining temperature less than −15° C. The solution was allowed to warm to RT (undissolved solids went into solution), then quenched with saturated NH4Cl (250 mL). The aqueous layer was extracted with EtOAc (3×200 mL) and the combined organic layers were washed with brine and d... Reactants: Cl (hydrochloride), Cl.NC1=C(C=C(C=C1C(F)(F)F)C(CNC1CCC1)=O)Br (4'-amino-3'-bromo-2-cyclobutylamino-5'-trifluoromethyl-acetophenone hydrochloride), [BH4-].[Na+] (sodium borohydride). Yields the product NC1=C(C=C(C=C1C(F)(F)F)C(CNC1CCC1)O)Br (1-(4'-Amino-3'-bromo-5'-trifluoromethyl-phenyl)-2-cyclobutylamino-ethanol). Reaction SMILES: Cl.Cl.[NH2:3][C:4]1[C:9]([C:10]([F:13])([F:12])[F:11])=[CH:8][C:7]([C:14](=[O:21])[CH2:15][NH:16][CH:17]2[CH2:20][CH2:19][CH2:18]2)=[CH:6][C:5]=1[Br:22].[BH4-].[Na+]>>[NH2:3][C:4]1[C:9]([C:10]([F:11])([F:12])[F:13])=[CH:8][C:7]([CH:14]([OH:21])[CH2:15][NH:16][CH:17]2[CH2:18][CH2:19][CH2:20]2)=[CH:6][C:5]=1[Br:22] |f:1.2,3.4|. Reported procedure: m.p. of the hydrochloride: 189°-191° C. (decomp.), was prepared from 4'-amino-3'-bromo-2-cyclobutylamino-5'-trifluoromethyl-acetophenone hydrochloride and sodium borohydride analogous to Example 1. Reactants: C(C)OC(N(CC=1C=NC(=CC1)C)C1=C(C(=NC(=C1)C(F)(F)F)N)[N+](=O)[O-])=O ((2-Amino-3-nitro-6-trifluoromethyl-pyridin-4-yl)-(6-methyl-pyridin-3-ylmethyl)-carbamic acid ethyl ester). The reagents and catalysts are [Pd] (Pd/C). The solvent is C(C)(=O)O (acetic acid). The product is NC1=NC(=CC2=C1NC(N2CC=2C=NC(=CC2)C)=O)C(F)(F)F (4-Amino-1-(6-methyl-pyridin-3-ylmethyl)-6-trifluoromethyl-1,3-dihydro-imidazo[4,5-c]pyridine-2-one). Yield: 46.8%. Reaction SMILES: C([O:3][C:4](=O)[N:5]([C:14]1[CH:19]=[C:18]([C:20]([F:23])([F:22])[F:21])[N:17]=[C:16]([NH2:24])[C:15]=1[N+:25]([O-])=O)[CH2:6][C:7]1[CH:8]=[N:9][C:10]([CH3:13])=[CH:11][CH:12]=1)C>C(O)(=O)C.[Pd]>[NH2:24][C:16]1[C:15]2[NH:25][C:4](=[O:3])[N:5]([CH2:6][C:7]3[CH:8]=[N:9][C:10]([CH3:13])=[CH:11][CH:12]=3)[C:14]=2[CH:19]=[C:18]([C:20]([F:23])([F:22])[F:21])[N:17]=1. Procedure details: (2-Amino-3-nitro-6-trifluoromethyl-pyridin-4-yl)-(6-methyl-pyridin-3-ylmethyl)-carbamic acid ethyl ester (27 mg, 0.07 mmol) was stirred in glacial acetic acid (5 ml) and the solution stirred at ambient temperature, 40 psi H2, in the presence of 10% Pd/C (5.4 mg, 20% wt) for 4 h. The suspension was filtered through an Arbocel pad, washed with 2×3 ml AcOH and the filtrate concentrated in vacuo. Acetonitrile (5 ml) was added to the residue and the material triturated, the resulting solid removed by...